This data is from the Open Reaction Database (ORD), a public repository of structured organic reaction records. The task is: describe an organic reaction: reactants, conditions, products, and yield RXN SMILES: [CH3:1][N:2]1[C:10]2[C:5](=[CH:6][C:7]([NH:11][S:12]([CH3:15])(=[O:14])=[O:13])=[CH:8][CH:9]=2)[CH:4]=[CH:3]1.[CH3:16][N:17]1[CH2:22][CH2:21][C:20](=O)[CH2:19][CH2:18]1>>[CH3:1][N:2]1[C:10]2[C:5](=[CH:6][C:7]([NH:11][S:12]([CH3:15])(=[O:14])=[O:13])=[CH:8][CH:9]=2)[C:4]([C:20]2[CH2:21][CH2:22][N:17]([CH3:16])[CH2:18][CH:19]=2)=[CH:3]1. The yield is 79.7%. Product: CN1C=C(C2=CC(=CC=C12)NS(=O)(=O)C)C=1CCN(CC1)C (N-methyl-5-methanesulfonylamino-3-(1-methyl-1,2,3,6-tetrahydropyridin-4-yl)-1H-indole). The reactants are CN1C=CC2=CC(=CC=C12)NS(=O)(=O)C (N-methyl-5-methanesulfonylamino-1H-indole), CN1CCC(CC1)=O (1-methyl-4-piperidone). Procedure details: Beginning with 1.23 gm (5.5 mMol) N-methyl-5-methanesulfonylamino-1H-indole and 0.88 mL (7.1 mMol) 1-methyl-4-piperidone, 1.4 gm (80%) of the title compound were recovered as a tan, crystalline powder. Starting materials: CS(=O)(=O)Cl, CCOC(C)=O, [K+], [K+], O=C([O-])[O-], CN(C)C=O, O=Cc1ccc(O)cc1. The product is CS(=O)(=O)Oc1ccc(C=O)cc1. As a reaction SMILES: [CH3:16][S:17](=[O:18])(=[O:19])[Cl:20].[CH3:26][CH2:27][O:28][C:29](=[O:30])[CH3:31].[K+:10].[K+:11].[O-:12][C:13]([O-:14])=[O:15].[O:21]=[CH:22][N:23]([CH3:24])[CH3:25].[OH:1][c:2]1[cH:3][cH:4][c:5]([CH:6]=[O:7])[cH:8][cH:9]1>>[O:1]([c:2]1[cH:3][cH:4][c:5]([CH:6]=[O:7])[cH:8][cH:9]1)[S:17]([CH3:16])(=[O:18])=[O:19].